This data is from the Open Reaction Database (ORD), a public repository of structured organic reaction records. The task is: describe an organic reaction: reactants, conditions, products, and yield The reactants are CC1(C=2C=CC(=CC2C(CC1)(C)C)C=1SC(=CN1)C1CCNCC1)C (4-[2-(5,5,8,8-tetramethyl-5,6,7,8-tetrahydronaphthalen-2-yl)thiazol-5-yl]piperidine), C(C)(=O)OCCCCBr (4-bromobutyl acetate), [OH-].[Na+] (NaOH). The solvent is CO (methanol). Product: CC1(C=2C=CC(=CC2C(CC1)(C)C)C=1SC(=CN1)C1CCN(CC1)CCCCO)C (4-{4-[2-(5,5,8,8-tetramethyl-5,6,7,8-tetrahydronaphthalen-2-yl)thiazol-5-yl]piperidin-1-yl}butan-1-ol). As a reaction SMILES: [CH3:1][C:2]1([CH3:25])[CH2:11][CH2:10][C:9]([CH3:13])([CH3:12])[C:8]2[CH:7]=[C:6]([C:14]3[S:15][C:16]([CH:19]4[CH2:24][CH2:23][NH:22][CH2:21][CH2:20]4)=[CH:17][N:18]=3)[CH:5]=[CH:4][C:3]1=2.C([O:29][CH2:30][CH2:31][CH2:32][CH2:33]Br)(=O)C.[OH-].[Na+]>CO>[CH3:1][C:2]1([CH3:25])[CH2:11][CH2:10][C:9]([CH3:12])([CH3:13])[C:8]2[CH:7]=[C:6]([C:14]3[S:15][C:16]([CH:19]4[CH2:24][CH2:23][N:22]([CH2:33][CH2:32][CH2:31][CH2:30][OH:29])[CH2:21][CH2:20]4)=[CH:17][N:18]=3)[CH:5]=[CH:4][C:3]1=2 |f:2.3|. Reported procedure: The preparation was carried out as already described starting from 70 mg (0.20 mmol) of 4-[2-(5,5,8,8-tetramethyl-5,6,7,8-tetrahydronaphthalen-2-yl)thiazol-5-yl]piperidine and 43 μl (0.30 mmol) of 4-bromobutyl acetate. The protecting group was cleaved off by means of a 1N NaOH solution in methanol. The product was purified by means of preparative HPLC and converted into the hydrochloride by treatment with methanolic HCl.